Dataset: the Open Reaction Database (ORD), a public repository of structured organic reaction records. Task: describe an organic reaction: reactants, conditions, products, and yield Starting materials: CN(C)C=O, CC(C)(C)OC(=O)N1CCC(C(=O)Nc2cc(Oc3ccc(NC(=O)Oc4ccccc4)c(Cl)c3)ccn2)CC1, Nc1ccccc1, O. The product is CC(C)(C)OC(=O)N1CCC(C(=O)Nc2cc(Oc3ccc(NC(=O)Nc4ccccc4)c(Cl)c3)ccn2)CC1. RXN SMILES: [CH3:48][N:49]([CH3:50])[CH:51]=[O:52].[Cl:1][c:2]1[cH:3][c:4]([O:5][c:6]2[cH:7][c:8]([NH:12][C:13](=[O:14])[CH:15]3[CH2:16][CH2:17][N:18]([C:21](=[O:22])[O:23][C:24]([CH3:25])([CH3:26])[CH3:27])[CH2:19][CH2:20]3)[n:9][cH:10][cH:11]2)[cH:28][cH:29][c:30]1[NH:31][C:32]([O:34][c:33]1[cH:35][cH:36][cH:37][cH:38][cH:39]1)=[O:40].[NH2:41][c:42]1[cH:43][cH:44][cH:45][cH:46][cH:47]1.[OH2:53]>>[Cl:1][c:2]1[cH:3][c:4]([O:5][c:6]2[cH:7][c:8]([NH:12][C:13](=[O:14])[CH:15]3[CH2:16][CH2:17][N:18]([C:21](=[O:22])[O:23][C:24]([CH3:25])([CH3:26])[CH3:27])[CH2:19][CH2:20]3)[n:9][cH:10][cH:11]2)[cH:28][cH:29][c:30]1[NH:31][C:32](=[O:34])[NH:41][c:42]1[cH:43][cH:44][cH:45][cH:46][cH:47]1.